This data is from the Open Reaction Database (ORD), a public repository of structured organic reaction records. The task is: describe an organic reaction: reactants, conditions, products, and yield The reactants are O (water), CC(C#N)(O)C (acetone cyanohydrin). The reagents and catalysts are [O-2].[O-2].[Mn+4] (manganese dioxide). Yields the product OC(C(=O)N)(C)C (α-hydroxyisobutyramide), CC(C#N)(O)C (acetone cyanohydrin). As a reaction SMILES: [CH3:1][C:2]([CH3:6])([OH:5])[C:3]#[N:4].[OH2:7]>[O-2].[O-2].[Mn+4]>[OH:5][C:2]([CH3:6])([CH3:1])[C:3]([NH2:4])=[O:7].[CH3:1][C:2]([CH3:6])([OH:5])[C:3]#[N:4] |f:2.3.4|. Procedure details: It is publicly known that manganese dioxide is used as a solid catalyst in the hydration reaction of acetone cyanohydrin. According to any of the conventional processes, α-hydroxyisobutyramide is obtained by the reaction of acetone cyanohydrin with water as shown by the following reaction equation at a temperature of 40° to 100° C. in the presence of manganese-based catalyst and preferably an acetone-based solvent in a yield of 60 to 95%. The reactants are [Cl-].[Na+] (Sodium chloride), [OH-].[K+] (KOH), O (H2O), ClC1=CC(=NC=C1OC)CC#N (2-(4-chloro-5-methoxypyridin-2-yl)acetonitrile), Cl (HCl). Run in CCOC(=O)C (EtOAc), C1CCOC1 (THF), CCO (EtOH). Reaction conditions: temperature 0 celsius, time 1.5 hour. The product is ClC1=CC(=NC=C1OC)CC(=O)O ((4-Chloro-5-methoxy-pyridin-2-yl)-acetic acid). As a reaction SMILES: [Cl:1][C:2]1[C:7]([O:8][CH3:9])=[CH:6][N:5]=[C:4]([CH2:10][C:11]#N)[CH:3]=1.[OH-:13].[K+].Cl.[Cl-].[Na+].[OH2:18]>CCO.CCOC(C)=O.C1COCC1>[Cl:1][C:2]1[C:7]([O:8][CH3:9])=[CH:6][N:5]=[C:4]([CH2:10][C:11]([OH:18])=[O:13])[CH:3]=1 |f:1.2,4.5|. Reported procedure: To a suspension of 2-(4-chloro-5-methoxypyridin-2-yl)acetonitrile (150 mg, 0.8 mmol) in EtOH (2 mL) was added a solution of KOH (184 mg, 3.3 mmol) in H2O (2 mL) and the mixture was stirred at 80° C. for 1.5 h. at 0° C., the pH was adjusted to 3-4 with HCl 1 M. Sodium chloride, THF and EtOAc were added and the phases were separated. The organic layer was dried (MgSO4), filtered and concentrated to afford the title compound. tR: 0.59 min (LC-MS 2); ESI-MS: 202.1 [M+H]+ (LC-MS 2).